This data is from the Open Reaction Database (ORD), a public repository of structured organic reaction records. The task is: describe an organic reaction: reactants, conditions, products, and yield Reactants: Br, CC(=O)c1cc(C(C)(C)C)c(OCc2ccccc2)cc1OCc1ccccc1, C1COCCO1, [Na+], [OH-], O. The product is CC(C)(C)c1cc(C(=O)O)c(OCc2ccccc2)cc1OCc1ccccc1. RXN SMILES: [Br:32].[CH2:1]([c:2]1[cH:3][cH:4][cH:5][cH:6][cH:7]1)[O:8][c:9]1[c:10]([C:27]([CH3:28])=[O:29])[cH:11][c:12]([C:23]([CH3:24])([CH3:25])[CH3:26])[c:13]([O:15][CH2:16][c:17]2[cH:18][cH:19][cH:20][cH:21][cH:22]2)[cH:14]1.[CH2:33]1[O:34][CH2:35][CH2:36][O:37][CH2:38]1.[Na+:31].[OH-:30].[OH2:39]>>[CH2:1]([c:2]1[cH:3][cH:4][cH:5][cH:6][cH:7]1)[O:8][c:9]1[c:10]([C:27]([OH:29])=[O:30])[cH:11][c:12]([C:23]([CH3:24])([CH3:25])[CH3:26])[c:13]([O:15][CH2:16][c:17]2[cH:18][cH:19][cH:20][cH:21][cH:22]2)[cH:14]1. Reactants: C1CCOC1, FC(F)(F)C1CCCNC1, N#Cc1c(F)ccc([N+](=O)[O-])c1N. Product: N#Cc1c(N2CCCC(C(F)(F)F)C2)ccc([N+](=O)[O-])c1N. Reaction SMILES: [CH2:24]1[O:25][CH2:26][CH2:27][CH2:28]1.[F:14][C:15]([CH:16]1[CH2:17][NH:18][CH2:19][CH2:20][CH2:21]1)([F:22])[F:23].[NH2:1][c:2]1[c:3]([C:4]#[N:5])[c:6]([F:13])[cH:7][cH:8][c:9]1[N+:10](=[O:11])[O-:12]>>[NH2:1][c:2]1[c:3]([C:4]#[N:5])[c:6]([N:18]2[CH2:17][CH:16]([C:15]([F:14])([F:22])[F:23])[CH2:21][CH2:20][CH2:19]2)[cH:7][cH:8][c:9]1[N+:10](=[O:11])[O-:12]. Starting materials: BrCCCOC1=CC=C2CCC(OC2=C1)(C(=O)OCC)CC (ethyl 7-(3-bromopropoxy)-2-ethylchromane-2-carboxylate), C(CC)C1=C(C=CC(=C1)OC1=CC=C(C=C1)Cl)O (2-propyl-4-(4-chlorophenoxy)phenol). Yields the product C(CC)C1=C(OCCCOC2=CC=C3CCC(OC3=C2)(C(=O)O)CC)C=CC(=C1)OC1=CC=C(C=C1)Cl (7-(3-(2-Propyl-4-(4-chlorophenoxy)phenoxy)propoxy)-2-ethylchromane-2-carboxylic acid). As a reaction SMILES: Br[CH2:2][CH2:3][CH2:4][O:5][C:6]1[CH:15]=[C:14]2[C:9]([CH2:10][CH2:11][C:12]([CH2:21][CH3:22])([C:16]([O:18]CC)=[O:17])[O:13]2)=[CH:8][CH:7]=1.[CH2:23]([C:26]1[CH:31]=[C:30]([O:32][C:33]2[CH:38]=[CH:37][C:36]([Cl:39])=[CH:35][CH:34]=2)[CH:29]=[CH:28][C:27]=1[OH:40])[CH2:24][CH3:25]>>[CH2:23]([C:26]1[CH:31]=[C:30]([O:32][C:33]2[CH:34]=[CH:35][C:36]([Cl:39])=[CH:37][CH:38]=2)[CH:29]=[CH:28][C:27]=1[O:40][CH2:2][CH2:3][CH2:4][O:5][C:6]1[CH:15]=[C:14]2[C:9]([CH2:10][CH2:11][C:12]([CH2:21][CH3:22])([C:16]([OH:18])=[O:17])[O:13]2)=[CH:8][CH:7]=1)[CH2:24][CH3:25]. Reported procedure: The title compound was prepared from ethyl 7-(3-bromopropoxy)-2-ethylchromane-2-carboxylate and 2-propyl-4-(4-chlorophenoxy)phenol (U.S. Pat. No. 6,008,237) following the procedures described in Example 1, Steps B-C. The reactants are COC(=O)c1cnc2ccc(Br)cc2c1, CC(C)(C)OC(N)=O, O=C([O-])[O-], C1COCCO1, [Cs+], [Cs+], CC(=O)[O-], CC(=O)[O-], O, [Pd+2]. Product: COC(=O)c1cnc2ccc(NC(=O)OC(C)(C)C)cc2c1. Reaction SMILES: [Br:1][c:2]1[cH:3][c:4]2[cH:5][c:6]([C:12](=[O:13])[O:14][CH3:15])[cH:7][n:8][c:9]2[cH:10][cH:11]1.[C:16]([NH2:17])([O:18][C:19]([CH3:20])([CH3:21])[CH3:22])=[O:23].[C:24](=[O:25])([O-:26])[O-:27].[CH2:30]1[O:31][CH2:32][CH2:33][O:34][CH2:35]1.[Cs+:28].[Cs+:29].[O-:38][C:39]([CH3:40])=[O:41].[O-:42][C:43]([CH3:44])=[O:45].[OH2:36].[Pd+2:37]>>[c:2]1([NH:17][C:16]([O:18][C:19]([CH3:20])([CH3:21])[CH3:22])=[O:23])[cH:3][c:4]2[cH:5][c:6]([C:12](=[O:13])[O:14][CH3:15])[cH:7][n:8][c:9]2[cH:10][cH:11]1. The reactants are CC(C)C(C)(O)c1cccc(CN(C)Cc2ccc(C(C)(C)C)cc2)c1, O=C([O-])O, [Na+], O=P(Cl)(Cl)Cl, c1ccncc1. The product is C=C(c1cccc(CN(C)Cc2ccc(C(C)(C)C)cc2)c1)C(C)C. Reaction SMILES: [C:1]([CH3:2])([CH3:3])([CH3:4])[c:5]1[cH:6][cH:7][c:8]([CH2:9][N:10]([CH3:11])[CH2:12][c:13]2[cH:14][c:15]([C:19]([CH3:20])([CH:21]([CH3:22])[CH3:23])[OH:24])[cH:16][cH:17][cH:18]2)[cH:25][cH:26]1.[C:32](=[O:33])([OH:34])[O-:35].[Na+:36].[P:27]([Cl:28])([Cl:29])([Cl:30])=[O:31].[cH:37]1[cH:38][cH:39][n:40][cH:41][cH:42]1>>[C:1]([CH3:2])([CH3:3])([CH3:4])[c:5]1[cH:6][cH:7][c:8]([CH2:9][N:10]([CH3:11])[CH2:12][c:13]2[cH:14][c:15]([C:19](=[CH2:20])[CH:21]([CH3:22])[CH3:23])[cH:16][cH:17][cH:18]2)[cH:25][cH:26]1. Reactants: CC1=NOC(=C1)NS(=O)(=O)C1=CC=C(C=C1)Br (N-(3-methyl-5-isoxazolyl)-4-bromobenzenesulfonamide), FC(C1=CC=C(C=C1)B(O)O)(F)F (4-trifluoromethylbenzeneboronic acid). The product is CC1=NOC(=C1)NS(=O)(=O)C1=CC=C(C=C1)C1=CC=C(C=C1)C(F)(F)F (N-(3-methyl-5-isoxazolyl)-4-(4-trifluoromethylphenyl)benzenesulfonamide), final product. Isolated yield 78.0%. Reaction SMILES: [CH3:1][C:2]1[CH:6]=[C:5]([NH:7][S:8]([C:11]2[CH:16]=[CH:15][C:14](Br)=[CH:13][CH:12]=2)(=[O:10])=[O:9])[O:4][N:3]=1.[F:18][C:19]([F:30])([F:29])[C:20]1[CH:25]=[CH:24][C:23](B(O)O)=[CH:22][CH:21]=1>>[CH3:1][C:2]1[CH:6]=[C:5]([NH:7][S:8]([C:11]2[CH:16]=[CH:15][C:14]([C:23]3[CH:24]=[CH:25][C:20]([C:19]([F:30])([F:29])[F:18])=[CH:21][CH:22]=3)=[CH:13][CH:12]=2)(=[O:10])=[O:9])[O:4][N:3]=1. Procedure: N-(3-methyl-5-isoxazolyl)-4-(4-trifluoromethylphenyl)benzenesulfonamide was prepared in the same manner as described in Example 14b, using N-(3-methyl-5-isoxazolyl)-4-bromobenzenesulfonamide and 4-trifluoromethylbenzeneboronic acid resulting in the final product in a 78% yield, m.p. 150-153° C. The product was recrystallized using an acetonirile and water mixture. Reactants: CI (MeI), OC(C(=O)OC)C1=C(C2=C(C(N1C)=O)NC=C2)C2=CC=C(C=C2)C (methyl 2-hydroxy-2-(6-methyl-7-oxo-4-(p-tolyl)-6,7-dihydro-1H-pyrrolo[2,3-c]pyridin-5-yl)acetate), C(=O)([O-])[O-].[Cs+].[Cs+] (Cs2CO3), CI (MeI), Cl (HCl). Solvent: O (water), C(C)#N (Acetonitrile). Reaction conditions: temperature 50 celsius, time 3 hour. Product: CN1C=CC2=C1C(N(C(=C2C2=CC=C(C=C2)C)C(C(=O)OC)O)C)=O (methyl 2-(1,6-dimethyl-7-oxo-4-(p-tolyl)-6,7-dihydro-1H-pyrrolo[2,3-c]pyridin-5-yl)-2-hydroxyacetate). Isolated yield 101.1%. Reaction SMILES: [OH:1][CH:2]([C:7]1[N:12]([CH3:13])[C:11](=[O:14])[C:10]2[NH:15][CH:16]=[CH:17][C:9]=2[C:8]=1[C:18]1[CH:23]=[CH:22][C:21]([CH3:24])=[CH:20][CH:19]=1)[C:3]([O:5][CH3:6])=[O:4].[C:25]([O-])([O-])=O.[Cs+].[Cs+].CI.Cl>C(#N)C.O>[CH3:25][N:15]1[C:10]2[C:11](=[O:14])[N:12]([CH3:13])[C:7]([CH:2]([OH:1])[C:3]([O:5][CH3:6])=[O:4])=[C:8]([C:18]3[CH:19]=[CH:20][C:21]([CH3:24])=[CH:22][CH:23]=3)[C:9]=2[CH:17]=[CH:16]1 |f:1.2.3|. Procedure: A suspension of methyl 2-hydroxy-2-(6-methyl-7-oxo-4-(p-tolyl)-6,7-dihydro-1H-pyrrolo[2,3-c]pyridin-5-yl)acetate (30 mg, 0.092 mmol) and Cs2CO3 (35.9 mg, 0.110 mmol) in Acetonitrile (1 mL) was treated with MeI (6.90 μL, 0.110 mmol) and heated to 50° C. for 3 hours. Additional MeI (10 uL) was added, the reaction was stirred at 50° C. for 3 hours. The mixture was cooled to rt, diluted with water, acidified with 1N HCl, extracted with EtOAc 3×, washed with brine, dried with Na2SO4, filtered, and co...